This data is from the Open Reaction Database (ORD), a public repository of structured organic reaction records. The task is: describe an organic reaction: reactants, conditions, products, and yield The reactants are C1CCOC1, CC(C)(C)[O-], C[P+](c1ccccc1)(c1ccccc1)c1ccccc1, O=Cc1ccc(OC(F)F)c(OC(F)F)c1, [I-], [K+]. Yields the product C=Cc1ccc(OC(F)F)c(OC(F)F)c1. Reaction SMILES: [CH2:44]1[O:45][CH2:46][CH2:47][CH2:48]1.[CH3:1][C:2]([CH3:3])([O-:4])[CH3:5].[CH3:8][P+:9]([c:10]1[cH:11][cH:12][cH:13][cH:14][cH:15]1)([c:16]1[cH:17][cH:18][cH:19][cH:20][cH:21]1)[c:22]1[cH:23][cH:24][cH:25][cH:26][cH:27]1.[F:28][CH:29]([O:30][c:31]1[cH:32][c:33]([CH:34]=[O:35])[cH:36][cH:37][c:38]1[O:39][CH:40]([F:41])[F:42])[F:43].[I-:7].[K+:6]>>[CH2:1]=[CH:34][c:33]1[cH:32][c:31]([O:30][CH:29]([F:28])[F:43])[c:38]([O:39][CH:40]([F:41])[F:42])[cH:37][cH:36]1. Reactants: C1CCOC1, CCN(C(C)C)C(C)C, O=S(=O)(Cl)c1ccccc1Cl, CCCN(C1CCN(C(=O)N2CCOCC2)CC1)C1CCc2ccc(O)cc2C1. The product is CCCN(C1CCN(C(=O)N2CCOCC2)CC1)C1CCc2ccc(OS(=O)(=O)c3ccccc3Cl)cc2C1. RXN SMILES: [CH2:50]1[O:51][CH2:52][CH2:53][CH2:54]1.[CH:30]([N:31]([CH2:32][CH3:33])[CH:34]([CH3:35])[CH3:36])([CH3:37])[CH3:38].[Cl:39][c:40]1[c:41]([S:46](=[O:47])(=[O:48])[Cl:49])[cH:42][cH:43][cH:44][cH:45]1.[OH:1][c:2]1[cH:3][cH:4][c:5]2[c:10]([cH:11]1)[CH2:9][CH:8]([N:12]([CH:13]1[CH2:14][CH2:15][N:16]([C:19](=[O:20])[N:21]3[CH2:22][CH2:23][O:24][CH2:25][CH2:26]3)[CH2:17][CH2:18]1)[CH2:27][CH2:28][CH3:29])[CH2:7][CH2:6]2>>[O:1]([c:2]1[cH:3][cH:4][c:5]2[c:10]([cH:11]1)[CH2:9][CH:8]([N:12]([CH:13]1[CH2:14][CH2:15][N:16]([C:19](=[O:20])[N:21]3[CH2:22][CH2:23][O:24][CH2:25][CH2:26]3)[CH2:17][CH2:18]1)[CH2:27][CH2:28][CH3:29])[CH2:7][CH2:6]2)[S:46]([c:41]1[c:40]([Cl:39])[cH:45][cH:44][cH:43][cH:42]1)(=[O:47])=[O:48]. Yields the product FC(C=1C=C(CN2S(C3=C(C(=N2)C2=C(N(C4=CC=C(C=C24)F)CC(=O)O)C)C=CC=C3)(=O)=O)C=CC1)(F)F ({3-[2-(3-Trifluoromethyl-benzyl)-1,1-dioxo-1,2-dihydro-1λ6-benzo[e][1,2,3]thiadiazin-4-yl]-5-fluoro-2-methyl-indol-1-yl}-acetic acid). Procedure details: {3-[2-(3-Trifluoromethyl-benzyl)-1,1-dioxo-1,2-dihydro-1λ6-benzo[e][1,2,3]thiadiazin-4-yl]-5-fluoro-2-methyl-indol-1-yl}-acetic acid tert-butyl ester (61 μmol) was treated with TFA (2 mL) for 2 hours, concentrated, and purified by preparative LCMS to give the title compound. 1H NMR (d6-DMSO) δ 8.18 (d, 1H), 7.95 (t, 1H), 7.86 (t, 1H), 7.70 (m, 4H), 7.48 (d, 1H), 7.37 (dd, 1H), 6.89 (dt, 1H), 6.52 (dd, 1H), 5.18 (bs, 2H), 4.48 (s, 2H), 2.07 (s, 3H) ppm. MS calculated for C26H19F4N3O4S—H: 544, obs... The reactants are C(C)(C)(C)OC(CN1C(=C(C2=CC(=CC=C12)F)C1=NN(S(C2=C1C=CC=C2)(=O)=O)CC2=CC(=CC=C2)C(F)(F)F)C)=O ({3-[2-(3-Trifluoromethyl-benzyl)-1,1-dioxo-1,2-dihydro-1λ6-benzo[e][1,2,3]thiadiazin-4-yl]-5-fluoro-2-methyl-indol-1-yl}-acetic acid tert-butyl ester), C(=O)(C(F)(F)F)O (TFA). As a reaction SMILES: C([O:5][C:6](=[O:42])[CH2:7][N:8]1[C:16]2[C:11](=[CH:12][C:13]([F:17])=[CH:14][CH:15]=2)[C:10]([C:18]2[C:23]3[CH:24]=[CH:25][CH:26]=[CH:27][C:22]=3[S:21](=[O:29])(=[O:28])[N:20]([CH2:30][C:31]3[CH:36]=[CH:35][CH:34]=[C:33]([C:37]([F:40])([F:39])[F:38])[CH:32]=3)[N:19]=2)=[C:9]1[CH3:41])(C)(C)C.C(O)(C(F)(F)F)=O>>[F:39][C:37]([F:38])([F:40])[C:33]1[CH:32]=[C:31]([CH:36]=[CH:35][CH:34]=1)[CH2:30][N:20]1[N:19]=[C:18]([C:10]2[C:11]3[C:16](=[CH:15][CH:14]=[C:13]([F:17])[CH:12]=3)[N:8]([CH2:7][C:6]([OH:42])=[O:5])[C:9]=2[CH3:41])[C:23]2[CH:24]=[CH:25][CH:26]=[CH:27][C:22]=2[S:21]1(=[O:28])=[O:29]. Reactants: C1CCOC1, CO, CCOC(=O)c1cc2cc(O)ccc2n1Cc1ccc(Cl)c(Cl)c1, [Na+], [OH-]. The product is O=C(O)c1cc2cc(O)ccc2n1Cc1ccc(Cl)c(Cl)c1. Reaction SMILES: [CH2:27]1[O:28][CH2:29][CH2:30][CH2:31]1.[CH3:32][OH:33].[Cl:3][c:4]1[cH:5][c:6]([CH2:7][n:8]2[c:9]([C:18](=[O:19])[O:20][CH2:21][CH3:22])[cH:10][c:11]3[cH:12][c:13]([OH:17])[cH:14][cH:15][c:16]23)[cH:23][cH:24][c:25]1[Cl:26].[Na+:2].[OH-:1]>>[Cl:3][c:4]1[cH:5][c:6]([CH2:7][n:8]2[c:9]([C:18](=[O:19])[OH:20])[cH:10][c:11]3[cH:12][c:13]([OH:17])[cH:14][cH:15][c:16]23)[cH:23][cH:24][c:25]1[Cl:26]. Starting materials: N1C(CC2=CC=CC=C12)=O (2-oxindole), [Na] (Sodium), FC(C(=O)OCC)(F)F (ethyl 2,2,2-trifluoroacetate). The solvent is C(C)O (ethanol). Reaction conditions: time 1 hour. Yields the product FC(C(=O)C1C(NC2=CC=CC=C12)=O)(F)F (3-Trifluoroacetyl-2-oxindole). Yield: 57.6%. RXN SMILES: [Na].[NH:2]1[C:10]2[C:5](=[CH:6][CH:7]=[CH:8][CH:9]=2)[CH2:4][C:3]1=[O:11].[F:12][C:13]([F:20])([F:19])[C:14](OCC)=[O:15]>C(O)C>[F:12][C:13]([F:20])([F:19])[C:14]([CH:4]1[C:5]2[C:10](=[CH:9][CH:8]=[CH:7][CH:6]=2)[NH:2][C:3]1=[O:11])=[O:15] |^1:0|. Procedure details: Sodium (3.0 g, 0.13 mole) was dissolved in 150 ml of ethanol, and then 13.3 g (0.10 mole) of 2-oxindole was added at room temperature, with stirring. The resulting mixture was cooled in an ice-bath and 18.5 g (0.13 mole) of ethyl 2,2,2-trifluoroacetate was added rapidly with stirring. The cooling bath was removed, and the reaction mixture was heated to the reflux temperature of the solvent and held there for 1 hour. At this point, the reaction mixture was cooled and the bulk of the solvent was r... Reactants: BrC1=NC(=CC(=C1)S(=O)(=O)C1=CC(=CC=C1)C(F)(F)F)Br (2,6-dibromo-4-(3-trifluoromethylbenzenesulphonyl)-pyridine), CN (methylamine). The solvent is O1CCOCC1 (dioxane), C(C)O (ethanol). Reaction conditions: time 18 minute. Product: BrC1=CC(=CC(=N1)NC)S(=O)(=O)C1=CC(=CC=C1)C(F)(F)F ([6-bromo-4-(3-trifluoromethylbenzenesulphonyl) -pyridin-2-yl]-methylamine). The yield is 81.0%. As a reaction SMILES: [Br:1][C:2]1[CH:7]=[C:6]([S:8]([C:11]2[CH:16]=[CH:15][CH:14]=[C:13]([C:17]([F:20])([F:19])[F:18])[CH:12]=2)(=[O:10])=[O:9])[CH:5]=[C:4](Br)[N:3]=1.[CH3:22][NH2:23]>O1CCOCC1.C(O)C>[Br:1][C:2]1[N:3]=[C:4]([NH:23][CH3:22])[CH:5]=[C:6]([S:8]([C:11]2[CH:16]=[CH:15][CH:14]=[C:13]([C:17]([F:20])([F:19])[F:18])[CH:12]=2)(=[O:10])=[O:9])[CH:7]=1. Procedure: 0.222 g (0.0005 mol) of 2,6-dibromo-4-(3-trifluoromethylbenzenesulphonyl)-pyridine was dissolved in 10 ml of dioxane and treated with 1.25 ml of 8M methylamine in ethanol. The mixture was stirred at room temperature for 18 mins., the solvents were then removed and the residue was chromatographed on silica gel with ethyl acetate/hexane 1:19 and subsequently 1:9. There was obtained 0.16 g (81%) of [6-bromo-4-(3-trifluoromethylbenzenesulphonyl) -pyridin-2-yl]-methylamine as yellow crystals; m.p.: 1... Starting materials: O=C(O)CCBr, Oc1cccc(F)c1, [Na+], [OH-], O. The product is O=C(O)CCOc1cccc(F)c1. Reaction SMILES: [Br:9][CH2:10][CH2:11][C:12](=[O:13])[OH:14].[F:1][c:2]1[cH:3][c:4]([OH:8])[cH:5][cH:6][cH:7]1.[Na+:16].[OH-:15].[OH2:17]>>[F:1][c:2]1[cH:3][c:4]([O:8][CH2:10][CH2:11][C:12](=[O:13])[OH:14])[cH:5][cH:6][cH:7]1.